This data is from the Open Reaction Database (ORD), a public repository of structured organic reaction records. The task is: describe an organic reaction: reactants, conditions, products, and yield Starting materials: [Br-], CCCC[Sn](Cl)(CCCC)CCCC, CC[Mg+], C#CC#CC(C)(C)C, O. Product: CCCC[Sn](C#CC#CC(C)(C)C)(CCCC)CCCC. Reaction SMILES: [Br-:1].[CH2:13]([CH2:14][CH2:15][CH3:16])[Sn:17]([CH2:18][CH2:19][CH2:20][CH3:21])([CH2:22][CH2:23][CH2:24][CH3:25])[Cl:26].[CH2:2]([Mg+:3])[CH3:4].[CH3:5][C:6]([C:7]#[C:8][C:9]#[CH:10])([CH3:11])[CH3:12].[OH2:27]>>[CH3:5][C:6]([C:7]#[C:8][C:9]#[C:10][Sn:17]([CH2:13][CH2:14][CH2:15][CH3:16])([CH2:18][CH2:19][CH2:20][CH3:21])[CH2:22][CH2:23][CH2:24][CH3:25])([CH3:11])[CH3:12]. The reactants are CC=1N=CSC1 (4-methylthiazole), ClCCCC(=O)C=1SC=CC1 (4-chloro-1-(2-thienyl)-1-butanone). Yields the product CC=1N=C(SC1)C1(OCCC1)C=1SC=CC1 (2-(4-Methyl-2-thiazolyl)-2-(2-thienyl)tetrahydrofuran). Reaction SMILES: [CH3:1][C:2]1[N:3]=[CH:4][S:5][CH:6]=1.Cl[CH2:8][CH2:9][CH2:10][C:11]([C:13]1[S:14][CH:15]=[CH:16][CH:17]=1)=[O:12]>>[CH3:1][C:2]1[N:3]=[C:4]([C:11]2([C:13]3[S:14][CH:15]=[CH:16][CH:17]=3)[CH2:10][CH2:9][CH2:8][O:12]2)[S:5][CH:6]=1. Reported procedure: The title compound was prepared from 4-methylthiazole and 4-chloro-1-(2-thienyl)-1-butanone, using the general method of Example 36. M.p. 59°-60° C., 13C Nmr (CDCl3) 17.4, 26.2, 41.2, 69.3, 86.2, 113.9, 124.2, 124.7, 126.8, 148.9, 153.1 and 175.6 ppm. Reaction conditions: time 20 minute. As a reaction SMILES: [F:1][C:2]1[N:10]=[C:9]2[C:5]([N:6]=[CH:7][N:8]2[C@@H:11]2[O:19][C@H:18]([CH2:20][O:21]C(=O)C3C=CC=CC=3)[C@@H:13]([O:14]C(=O)C)[C@@H:12]2[F:30])=[C:4]([NH2:31])[N:3]=1.CC#N.O.O.[OH-].[Li+]>C(O)(=O)C>[F:1][C:2]1[N:10]=[C:9]2[C:5]([N:6]=[CH:7][N:8]2[C@@H:11]2[O:19][C@H:18]([CH2:20][OH:21])[C@@H:13]([OH:14])[C@@H:12]2[F:30])=[C:4]([NH2:31])[N:3]=1 |f:1.2,3.4.5|. Product: FC1=NC(=C2N=CN(C2=N1)[C@H]1[C@H]([C@H](O)[C@H](O1)CO)F)N (2-Fluoro-9-(2-deoxy-2-fluoro-β-D-arabinofuranosyl)-9-H-purin-6-amine). Procedure: A suspension of 1f (430 mg, 0.99 mmol) in 1:1 MeCN-H2O (40 mL) was treated in one portion with solid lithium hydroxide monohydrate (125 mg, 2.97 mmol). The reaction became a clear solution after being stirred at room temperature for 20 minutes. A 3-h TLC aliquot showed the deblocking to be Glacial acetic acid (57 μl) was added, and the solution was evaporated until white solid deposited. After being chilled, the solid was collected, washed with cold water, and dried in vacuo at room temperature ... Reactants: 3-h, FC1=NC(=C2N=CN(C2=N1)[C@H]1[C@H]([C@H](OC(C)=O)[C@H](O1)COC(C1=CC=CC=C1)=O)F)N (2-Fluoro-9-(3-O-acetyl-5-O-benzoyl-2-deoxy-2-fluoro-β-D-arabinofuranosyl)-9H-purin-6-amine), CC#N.O (MeCN-H2O), O.[OH-].[Li+] (lithium hydroxide monohydrate). Solvent: C(C)(=O)O (acetic acid). Starting materials: Nc1ncc(Br)nc1Br, CO. Yields the product COc1ncc(Br)nc1Br. As a reaction SMILES: [Br:1][c:2]1[c:3]([NH2:9])[n:4][cH:5][c:6]([Br:8])[n:7]1.[CH3:10][OH:11]>>[Br:1][c:2]1[c:3]([O:11][CH3:10])[n:4][cH:5][c:6]([Br:8])[n:7]1. The reactants are Cc1ccc([N+](=O)[O-])cc1O, CCO, [Cl-], O=[N+]([O-])c1ccc(OCc2ccccn2)cc1, [NH4+], O. Yields the product Nc1ccc(OCc2ccccn2)cc1. RXN SMILES: [CH3:20][c:21]1[cH:22][cH:23][c:24]([N+:25]([O-:26])=[O:27])[cH:28][c:29]1[OH:30].[CH3:31][CH2:32][OH:33].[Cl-:18].[N+:1]([O-:2])(=[O:3])[c:4]1[cH:5][cH:6][c:7]([O:8][CH2:9][c:10]2[n:11][cH:12][cH:13][cH:14][cH:15]2)[cH:16][cH:17]1.[NH4+:19].[OH2:34]>>[NH2:1][c:4]1[cH:5][cH:6][c:7]([O:8][CH2:9][c:10]2[n:11][cH:12][cH:13][cH:14][cH:15]2)[cH:16][cH:17]1.